Task: describe an organic reaction: reactants, conditions, products, and yield. Dataset: the Open Reaction Database (ORD), a public repository of structured organic reaction records Starting materials: oil, BrC1=NC=C(C=C1)Br (2,5-dibromopyridine), CC(C)S (2-propanethiol), [H-].[Na+] (sodium hydride). The solvent is CN(C=O)C (N,N-dimethylformamide). Reaction conditions: time 1 hour. Yields the product BrC=1C=CC(=NC1)SC(C)C (5-Bromo-2-isopropylthiopyridine). Reaction SMILES: Br[C:2]1[CH:7]=[CH:6][C:5]([Br:8])=[CH:4][N:3]=1.[CH3:9][CH:10]([SH:12])[CH3:11].[H-].[Na+]>CN(C)C=O>[Br:8][C:5]1[CH:6]=[CH:7][C:2]([S:12][CH:10]([CH3:11])[CH3:9])=[N:3][CH:4]=1 |f:2.3|. Reported procedure: To a mixture of 2,5-dibromopyridine (2.07 g, 8.73 mmol) and 2-propanethiol (0.97 ml, 10.4 mmol) in N,N-dimethylformamide (20 ml) at 0° C. was added portionwise sodium hydride 60% dispersed in oil (450 mg, 11.3 mmol). The resulting mixture was stirred at room temperature for 1 hour, then partitioned between ether and water. The crude product from the organic phase was chromatographed on silica gel eluting with 10% ethyl acetate in hexane to afford the 5-Bromo-2-isopropylthiopyridine compound as a...